From a dataset of the Open Reaction Database (ORD), a public repository of structured organic reaction records. describe an organic reaction: reactants, conditions, products, and yield As a reaction SMILES: [CH:3]1([C:6](=[O:7])[c:8]2[n:9][nH:10][c:11]3[n:12][cH:13][cH:14][cH:15][c:16]23)[CH2:4][CH2:5]1.[H-:2].[Na+:1].[O:28]=[CH:29][N:30]([CH3:31])[CH3:32].[S:17](=[O:18])(=[O:19])([c:20]1[cH:21][cH:22][c:23]([CH3:24])[cH:25][cH:26]1)[Cl:27]>>[CH:3]1([C:6](=[O:7])[c:8]2[n:9][n:10]([S:17](=[O:18])(=[O:19])[c:20]3[cH:21][cH:22][c:23]([CH3:24])[cH:25][cH:26]3)[c:11]3[n:12][cH:13][cH:14][cH:15][c:16]23)[CH2:4][CH2:5]1. Yields the product Cc1ccc(S(=O)(=O)n2nc(C(=O)C3CC3)c3cccnc32)cc1. Reactants: O=C(c1n[nH]c2ncccc12)C1CC1, [H-], [Na+], CN(C)C=O, Cc1ccc(S(=O)(=O)Cl)cc1.